This data is from the Open Reaction Database (ORD), a public repository of structured organic reaction records. The task is: describe an organic reaction: reactants, conditions, products, and yield The reactants are ClC1=CC=C(C=C1)C=C(C(=O)N=[N+]=[N-])C (3-(4-Chlorophenyl)-2-methyl-acryloyl azide), C1(=CC=CC=C1)OC1=CC=CC=C1 (diphenyl ether), C(CCC)N(CCCC)CCCC (tributyl amine), C1(=CC=CC=C1)OC1=CC=CC=C1 (diphenyl ether). Run in hexanes. Run at temperature 50 celsius, time 4 hour. Yields the product ClC1=CC=C2C=C(NC(C2=C1)=O)C (7-Chloro-3-methyl-2H-isoquinoline-1-one). As a reaction SMILES: [Cl:1][C:2]1[CH:7]=[CH:6][C:5]([CH:8]=[C:9]([CH3:15])C(N=[N+]=[N-])=O)=[CH:4][CH:3]=1.C([N:20]([CH2:25]CCC)CCCC)CCC.C1([O:35]C2C=CC=CC=2)C=CC=CC=1>>[Cl:1][C:2]1[CH:3]=[C:4]2[C:5]([CH:8]=[C:9]([CH3:15])[NH:20][C:25]2=[O:35])=[CH:6][CH:7]=1. Reported procedure: 3-(4-Chlorophenyl)-2-methyl-acryloyl azide (11.0 g, 50 mmol) is dissolved in 80 mL of diphenyl ether. The solution is added dropwise to a solution of tributyl amine (11.8 mL, 50 mmol) in 170 mL of diphenyl ether at 210° C. After 4 hours., the solution is cooled 50° C. and diluted with 1.5 L of hexanes. The resulting solid is collected by filtration giving the title compound as a white solid (7.2 g, 37 mmol). 1H NMR (d6-DMSO, 300 MHz) δ11.4 (bs, 1H), 8.02 (s, 1H), 7.67 (d, 1H), 7.55 (d, 1H), 6.34... Solvent: C(CC)#N (Propiononitrile). Reaction conditions: temperature 95 celsius, time 6 hour. Procedure details: To a suspension of 3-(hydroxymethyl)pyrido[2,3-e]pyrrolo[1,2-c]pyrimidin-6(5H)-one (25.00 mg, 0.116 mmol), 3-chloro-N-methyl-4-(piperazin-1-yl)benzamide (36.8 mg, 0.145 mmol) and (cyanomethyl)trimethylphosphonium iodide (45.2 mg, 0.186 mmol) in Propiononitrile (Volume: 1.0 mL) was added N-ethyl-N-isopropylpropan-2-amine (0.101 mL, 0.581 mmol) at 23° C. The reaction was stirred at 95° C. for 6 hr. The suspension was cooled to 23° C., filtered, rinsed with ACN (3×1 mL) and dried in vacuo to provid... Product: ClC=1C=C(C(=O)NC)C=CC1N1CCN(CC1)CC1=CC2=C(C=3N(C(N2)=O)C=CC3)N=C1 (3-chloro-N-methyl-4-(4-((6-oxo-5,6-dihydropyrido[2,3-e]pyrrolo[1,2-c]pyrimidin-3-yl)methyl)piperazin-1-yl)benzamide). RXN SMILES: O[CH2:2][C:3]1[CH:16]=[N:15][C:6]2[C:7]3[N:8]([CH:12]=[CH:13][CH:14]=3)[C:9](=[O:11])[NH:10][C:5]=2[CH:4]=1.[Cl:17][C:18]1[CH:19]=[C:20]([CH:25]=[CH:26][C:27]=1[N:28]1[CH2:33][CH2:32][NH:31][CH2:30][CH2:29]1)[C:21]([NH:23][CH3:24])=[O:22].[I-].C(C[P+](C)(C)C)#N.C(N(C(C)C)C(C)C)C>C(#N)CC>[Cl:17][C:18]1[CH:19]=[C:20]([CH:25]=[CH:26][C:27]=1[N:28]1[CH2:29][CH2:30][N:31]([CH2:2][C:3]2[CH:16]=[N:15][C:6]3[C:7]4[N:8]([CH:12]=[CH:13][CH:14]=4)[C:9](=[O:11])[NH:10][C:5]=3[CH:4]=2)[CH2:32][CH2:33]1)[C:21]([NH:23][CH3:24])=[O:22] |f:2.3|. Starting materials: C(C)N(C(C)C)C(C)C (N-ethyl-N-isopropylpropan-2-amine), OCC1=CC2=C(C=3N(C(N2)=O)C=CC3)N=C1 (3-(hydroxymethyl)pyrido[2,3-e]pyrrolo[1,2-c]pyrimidin-6(5H)-one), ClC=1C=C(C(=O)NC)C=CC1N1CCNCC1 (3-chloro-N-methyl-4-(piperazin-1-yl)benzamide), [I-].C(#N)C[P+](C)(C)C ((cyanomethyl)trimethylphosphonium iodide). The yield is 74.1%. The reactants are O=C(O)C1c2ccccc2Oc2ccccc21, C[C@@H](N)c1ccccc1. Reagents/catalysts: C1COC(=O)N1P(=O)(N2CCOC2=O)Cl (BOP-Cl), CN(C)C1=CC=NC=C1 (DMAP). Solvent: CN(C)C=O (DMF), CN(C)C=O (DMF), CN(C)C=O (DMF), CN(C)C=O (DMF), CN(C)C=O (DMF), CN(C)C=O (DMF). Reaction conditions: temperature 25 celsius, time 2 hour. The product is C[C@@H](NC(=O)C1c2ccccc2Oc2ccccc21)c1ccccc1. The yield is 1.2%. Reaction SMILES: C[C@@H](N)c1ccccc1.O=C(O)C1c2ccccc2Oc2ccccc21.C1COC(=O)N1P(=O)(N2CCOC2=O)Cl.CN(C)C1=CC=NC=C1.CN(C)C=O>>C[C@@H](NC(=O)C1c2ccccc2Oc2ccccc21)c1ccccc1.